Task: describe an organic reaction: reactants, conditions, products, and yield. Dataset: the Open Reaction Database (ORD), a public repository of structured organic reaction records The reactants are CC(C)(C)OC(=O)N1CC(c2nc(C3CC(c4ccc(C(F)(F)F)cc4)CN(C(=O)N4CCOCC4)C3)no2)C1, Cl, C1COCCO1. Product: Cl, O=C(N1CCOCC1)N1CC(c2ccc(C(F)(F)F)cc2)CC(c2noc(C3CNC3)n2)C1. RXN SMILES: [C:2]([O:3][C:4](=[O:5])[N:9]1[CH2:10][CH:11]([c:13]2[n:14][c:15]([CH:18]3[CH2:19][N:20]([C:34](=[O:35])[N:36]4[CH2:37][CH2:38][O:39][CH2:40][CH2:41]4)[CH2:21][CH:22]([c:24]4[cH:25][cH:26][c:27]([C:30]([F:31])([F:32])[F:33])[cH:28][cH:29]4)[CH2:23]3)[n:16][o:17]2)[CH2:12]1)([CH3:6])([CH3:7])[CH3:8].[ClH:1].[O:42]1[CH2:43][CH2:44][O:45][CH2:46][CH2:47]1>>[ClH:1].[NH:9]1[CH2:10][CH:11]([c:13]2[n:14][c:15]([CH:18]3[CH2:19][N:20]([C:34](=[O:35])[N:36]4[CH2:37][CH2:38][O:39][CH2:40][CH2:41]4)[CH2:21][CH:22]([c:24]4[cH:25][cH:26][c:27]([C:30]([F:31])([F:32])[F:33])[cH:28][cH:29]4)[CH2:23]3)[n:16][o:17]2)[CH2:12]1. Reactants: NC=1SC=C(N1)C#N (2-Aminothiazole-4-carbonitrile), BrBr (Br2). Solvent: CC(=O)O (AcOH). Conditions: time 10 minute. Yields the product NC=1SC(=C(N1)C#N)Br (2-amino-5-bromothiazole-4-carbonitrile). Yield: 52.6%. As a reaction SMILES: [NH2:1][C:2]1[S:3][CH:4]=[C:5]([C:7]#[N:8])[N:6]=1.[Br:9]Br>CC(O)=O>[NH2:1][C:2]1[S:3][C:4]([Br:9])=[C:5]([C:7]#[N:8])[N:6]=1. Reported procedure: 2-Aminothiazole-4-carbonitrile (1.40 g, 11.18 mmol) was dissolved in 20 mL AcOH in a 150 mL round bottom flask. Br2 (1.78 g, 11.18 mmol) was added to the reaction in a dropwise manner. After stirring at room temperature for 10 minutes, AcOH was removed under vacuum. Saturated sodium bicarbonate was added to the reaction mixture, and the mixture was extracted with EtOAc (2×100 mL). The combined organic layers were washed with brine and dried over sodium sulfate. 2-amino-5-bromothiazole-4-carbonit... The reactants are [F-].[K+] (potassium fluoride), BrC1=CC=C(CC2(N(CC(C2)(F)F)C(=O)OC(C)(C)C)C(=O)OC)C=C1 (1-tert-butyl 2-methyl 2-(4-bromobenzyl)-4,4-difluoropyrrolidine-1,2-dicarboxylate), BrC1=NC=C(C=C1)F (2-bromo-5-fluoropyridine), C[Sn](C)C.C[Sn](C)C (hexamethylditin). The reagents and catalysts are C1(=CC=CC=C1)P(C1=CC=CC=C1)C1=CC=CC=C1.C1(=CC=CC=C1)P(C1=CC=CC=C1)C1=CC=CC=C1.C1(=CC=CC=C1)P(C1=CC=CC=C1)C1=CC=CC=C1.C1(=CC=CC=C1)P(C1=CC=CC=C1)C1=CC=CC=C1.[Pd] (Palladium tetrakis(triphenylphosphine)). Run in O1CCOCC1 (1,4-dioxane). Conditions: temperature 110 celsius, time 8 hour. Product: FC1(CC(N(C1)C(=O)OC(C)(C)C)(C(=O)OC)CC1=CC=C(C=C1)C1=NC=C(C=C1)F)F (1-tert-butyl 2-methyl 4,4-difluoro-2-[4-(5-fluoropyridin-2-yl)benzyl]pyrrolidine-1,2-dicarboxylate). RXN SMILES: Br[C:2]1[CH:26]=[CH:25][C:5]([CH2:6][C:7]2([C:21]([O:23][CH3:24])=[O:22])[CH2:11][C:10]([F:13])([F:12])[CH2:9][N:8]2[C:14]([O:16][C:17]([CH3:20])([CH3:19])[CH3:18])=[O:15])=[CH:4][CH:3]=1.Br[C:28]1[CH:33]=[CH:32][C:31]([F:34])=[CH:30][N:29]=1.C[Sn](C)C.C[Sn](C)C.[F-].[K+]>O1CCOCC1.C1(P(C2C=CC=CC=2)C2C=CC=CC=2)C=CC=CC=1.C1(P(C2C=CC=CC=2)C2C=CC=CC=2)C=CC=CC=1.C1(P(C2C=CC=CC=2)C2C=CC=CC=2)C=CC=CC=1.C1(P(C2C=CC=CC=2)C2C=CC=CC=2)C=CC=CC=1.[Pd]>[F:12][C:10]1([F:13])[CH2:9][N:8]([C:14]([O:16][C:17]([CH3:20])([CH3:19])[CH3:18])=[O:15])[C:7]([CH2:6][C:5]2[CH:25]=[CH:26][C:2]([C:28]3[CH:33]=[CH:32][C:31]([F:34])=[CH:30][N:29]=3)=[CH:3][CH:4]=2)([C:21]([O:23][CH3:24])=[O:22])[CH2:11]1 |f:2.3,4.5,7.8.9.10.11,^1:35,39|. Reported procedure: Palladium tetrakis(triphenylphosphine) (169 mg, 0.15 mmol) was added to a degassed, ambient temperature solution of 1-tert-butyl 2-methyl 2-(4-bromobenzyl)-4,4-difluoropyrrolidine-1,2-dicarboxylate (634 mg, 1.46 mmol), 2-bromo-5-fluoropyridine (257 mg, 1.46 mmol), and hexamethylditin (478 mg, 1.46 mmol) in 1,4-dioxane (5 mL). After stirring at 110° C. overnight, potassium fluoride (50% on celite) was added. After stirring vigorously for a further 1 h, the reaction mixture was filtered, washed wi... Reactants: C(C=C)C1=C(C(=CC=2C(C3=CC=CC=C3OC12)=O)Br)O (4-allyl-2-bromo-3-hydroxy-9-oxo-9H-xanthene), ClC1=CC(=CC=C1)C(=O)OO (m-chloroperbenzoic acid), C(Cl)(Cl)Cl (chloroform), C([O-])([O-])=O.[K+].[K+] (potassium carbonate). The solvent is O (water). Reaction conditions: time 5 hour. Product: BrC1=CC=2C(C=3C=CC=CC3OC2C2=C1OC(C2)C(=O)O)=O (4-bromo-1,2-dihydro-6-oxo-6H-furo[2,3-c]xanthene-2-carboxylic acid). Isolated yield 45.8%. Reaction SMILES: [CH2:1]([C:4]1[C:17]2[O:16][C:15]3[C:10](=[CH:11][CH:12]=[CH:13][CH:14]=3)[C:9](=[O:18])[C:8]=2[CH:7]=[C:6]([Br:19])[C:5]=1[OH:20])[CH:2]=C.ClC1C=CC=C(C(OO)=O)C=1.C(Cl)(Cl)Cl.[C:36](=[O:39])([O-])[O-:37].[K+].[K+]>O>[Br:19][C:6]1[C:5]2[O:20][CH:2]([C:36]([OH:37])=[O:39])[CH2:1][C:4]=2[C:17]2[O:16][C:15]3[CH:14]=[CH:13][CH:12]=[CH:11][C:10]=3[C:9](=[O:18])[C:8]=2[CH:7]=1 |f:3.4.5|. Reported procedure: A mixture of 4-allyl-2-bromo-3-hydroxy-9-oxo-9H-xanthene (3.0 g), m-chloroperbenzoic acid (10 g) and chloroform (250 ml) was stirred at room temperature for 5 hours and thereafter left to stand overnight. To the mixture, potassium carbonate (20 g) and water (400 ml) were added and the resulting mixture was extracted with chloroform. The chloroform layer was dried and the solvent distilled off. The residue was dissolved in acetone (300 ml) and, to the stirred solution, a mixture of chromium triox...